Dataset: the Open Reaction Database (ORD), a public repository of structured organic reaction records. Task: describe an organic reaction: reactants, conditions, products, and yield Starting materials: ClC=1C=C(C=CC1)B(O)O (3-chloro-phenyl boronic acid), palladium tetrakistriphenylphosphine, BrC1=CC=NC=C1 (4-bromopyridine), C([O-])([O-])=O.[K+].[K+] (potassium carbonate). The reagents and catalysts are C1=CC=C(C=C1)P(C2=CC=CC=C2)C3=CC=CC=C3.C1=CC=C(C=C1)P(C2=CC=CC=C2)C3=CC=CC=C3.C1=CC=C(C=C1)P(C2=CC=CC=C2)C3=CC=CC=C3.C1=CC=C(C=C1)P(C2=CC=CC=C2)C3=CC=CC=C3.[Pd] (pd(PPh3)4). The solvent is O1CCCC1 (tetrahydrofuran). Conditions: temperature 80 celsius. The product is ClC=1C=C(C=CC1)C=1C=NC=CC1 (3-(3-chloro-phenyl)pyridine). Yield: 50.0%. Reaction SMILES: [Cl:1][C:2]1[CH:3]=[C:4](B(O)O)[CH:5]=[CH:6][CH:7]=1.Br[C:12]1[CH:17]=[CH:16][N:15]=[CH:14][CH:13]=1.C(=O)([O-])[O-].[K+].[K+]>C1C=CC(P(C2C=CC=CC=2)C2C=CC=CC=2)=CC=1.C1C=CC(P(C2C=CC=CC=2)C2C=CC=CC=2)=CC=1.C1C=CC(P(C2C=CC=CC=2)C2C=CC=CC=2)=CC=1.C1C=CC(P(C2C=CC=CC=2)C2C=CC=CC=2)=CC=1.[Pd].O1CCCC1>[Cl:1][C:2]1[CH:3]=[C:4]([C:13]2[CH:14]=[N:15][CH:16]=[CH:17][CH:12]=2)[CH:5]=[CH:6][CH:7]=1 |f:2.3.4,5.6.7.8.9|. Reported procedure: This Example was carried out in the same manner as Example 1, except that 5.0 g (0.032 mol) of 3-chloro-phenyl boronic acid, 10.0 g (0.064 mol) of 4-bromopyridine, 150□ of tetrahydrofuran and 2M potassium carbonate solution (20□) were added and then 0.37 g (3 mol %) of palladium tetrakistriphenylphosphine [(pd(PPh3)4] was used as a catalyst. Finally, after the resulting solution was heated to reflux at 80° C. for 24 hours, the 3-(3-chloro-phenyl)pyridine was isolated. The yield was 50%. The reactants are ClC1=NSC(=C1CCl)C1=CC=C(C=C1)CC (3-chloro-4-(chloromethyl)-5-(4-ethylphenyl)isothiazole), OC1=C(C(=C(C=C1)CCC(=O)OCC)F)F (ethyl 3-(4-hydroxy-2,3-difluorophenyl)propanoate). The product is ClC1=NSC(=C1COC1=C(C(=C(C=C1)CCC(=O)O)F)F)C1=CC=C(C=C1)CC (3-(4-[[3-chloro-5-(4-ethylphenyl)-1,2-thiazol-4-yl]methoxy]-2,3-difluorophenyl)propanoic acid). As a reaction SMILES: [Cl:1][C:2]1[C:6]([CH2:7]Cl)=[C:5]([C:9]2[CH:14]=[CH:13][C:12]([CH2:15][CH3:16])=[CH:11][CH:10]=2)[S:4][N:3]=1.[OH:17][C:18]1[CH:23]=[CH:22][C:21]([CH2:24][CH2:25][C:26]([O:28]CC)=[O:27])=[C:20]([F:31])[C:19]=1[F:32]>>[Cl:1][C:2]1[C:6]([CH2:7][O:17][C:18]2[CH:23]=[CH:22][C:21]([CH2:24][CH2:25][C:26]([OH:28])=[O:27])=[C:20]([F:31])[C:19]=2[F:32])=[C:5]([C:9]2[CH:14]=[CH:13][C:12]([CH2:15][CH3:16])=[CH:11][CH:10]=2)[S:4][N:3]=1. Reported procedure: The title compound was prepared according to the procedure described in Example 127 following Steps 6 and 7 by coupling 3-chloro-4-(chloromethyl)-5-(4-ethylphenyl)isothiazole and ethyl 3-(4-hydroxy-2,3-difluorophenyl)propanoate to afford the desired product as an off-white solid. 1H NMR (300 MHz, CD3OD) δ 7.36 (d, J=8.1 Hz, 2H), 7.26 (d, J=8.1 Hz, 2H), 6.87 (t, J=8.4 Hz, 1H), 6.76 (t, J=8.7 Hz, 1H), 4.96 (s, 2H), 2.82 (t, J=7.5 Hz, 2H), 2.61 (q, J=7.5, 15.2 Hz, 2H), 2.49 (t, J=7.5 Hz, 2H), 1.15 ... Reactants: CCOC=C(C(=O)OCC)C(=O)OCC, CCCCCC, Nc1cccc(F)c1OC(F)F. Product: CCOC(=O)C(=CNc1cccc(F)c1OC(F)F)C(=O)OCC. RXN SMILES: [CH2:13]([O:14][CH:16]=[C:17]([C:18](=[O:19])[O:20][CH2:21][CH3:22])[C:23](=[O:24])[O:25][CH2:26][CH3:27])[CH3:15].[CH3:28][CH2:29][CH2:30][CH2:31][CH2:32][CH3:33].[F:1][c:2]1[c:3]([O:9][CH:10]([F:11])[F:12])[c:4]([NH2:5])[cH:6][cH:7][cH:8]1>>[F:1][c:2]1[c:3]([O:9][CH:10]([F:11])[F:12])[c:4]([NH:5][CH:16]=[C:17]([C:18](=[O:19])[O:20][CH2:21][CH3:22])[C:23](=[O:24])[O:25][CH2:26][CH3:27])[cH:6][cH:7][cH:8]1.